From a dataset of the Open Reaction Database (ORD), a public repository of structured organic reaction records. describe an organic reaction: reactants, conditions, products, and yield Starting materials: BrC1=C(C=NN1C(C)(C)C)C(=O)N (5-bromo-1-tert-butyl-1H-pyrazole-4-carboxamide), COC1=CC=C(C=C1)/C=C/B(O)O (trans-2-(4-methoxyphenyl)vinylboronic acid), COC=1C=CC=C(C1C=2C=CC=CC2P(C3CCCCC3)C4CCCCC4)OC (S-phos), P(=O)([O-])([O-])[O-].[K+].[K+].[K+] (tripotassium phosphate). Reagents/catalysts: C(C)(=O)[O-].[Pd+2].C(C)(=O)[O-] (palladium(II) acetate). The yield is 16.3%. Solvent: O (Water), C1CCOC1 (THF). Yields the product C(C)(C)(C)N1N=CC(=C1\C=C\C1=CC=C(C=C1)OC)C(=O)N ((E)-1-tert-butyl-5-(4-methoxystyryl)-1H-pyrazole-4-carboxamide). Reaction SMILES: Br[C:2]1[N:6]([C:7]([CH3:10])([CH3:9])[CH3:8])[N:5]=[CH:4][C:3]=1[C:11]([NH2:13])=[O:12].[CH3:14][O:15][C:16]1[CH:21]=[CH:20][C:19](/[CH:22]=[CH:23]/B(O)O)=[CH:18][CH:17]=1.COC1C=CC=C(OC)C=1C1C=CC=CC=1P(C1CCCCC1)C1CCCCC1.P([O-])([O-])([O-])=O.[K+].[K+].[K+]>C1COCC1.C([O-])(=O)C.[Pd+2].C([O-])(=O)C.O>[C:7]([N:6]1[C:2](/[CH:23]=[CH:22]/[C:19]2[CH:20]=[CH:21][C:16]([O:15][CH3:14])=[CH:17][CH:18]=2)=[C:3]([C:11]([NH2:13])=[O:12])[CH:4]=[N:5]1)([CH3:10])([CH3:9])[CH3:8] |f:3.4.5.6,8.9.10|. Procedure: A solution of 5-bromo-1-tert-butyl-1H-pyrazole-4-carboxamide (100 mg, 0.41 mmol), trans-2-(4-methoxyphenyl)vinylboronic acid (108 mg, 0.61 mmol), S-phos (3.34 mg, 8.13 μmol), palladium(II) acetate (0.912 mg, 4.06 μmol) and tripotassium phosphate (173 mg, 0.81 mmol) in THF (2 mL) was stirred under an argon atmosphere at 40° C. for 14 hr. Water was added to the reaction solution, and the mixture was extracted with ethyl acetate. The organic layer was washed with saturated brine and dried, and the ...